This data is from the Open Reaction Database (ORD), a public repository of structured organic reaction records. The task is: describe an organic reaction: reactants, conditions, products, and yield Starting materials: [N+](=[N-])=C (diazomethane), ClC=1C=CC2=C([C@](O[C@H](C(N2)=O)C=C)(C(F)(F)F)C#CC2CC2)C1 (rel-(3S,5S)-7-chloro-5-(2-cyclopropylethynyl)-1,5-dihydro-3-ethenyl-5-(trifluoromethyl)-4,1-benzoxazepin-2(3H)-one). Reagents/catalysts: C(C)(=O)[O-].[Pd+2].C(C)(=O)[O-] (palladium (II) acetate). Solvent: CCOCC (ether), CCOCC (ether). Conditions: time 30 minute. Product: ClC=1C=CC2=C([C@](O[C@H](C(N2)=O)C2CC2)(C(F)(F)F)C#CC2CC2)C1 (rel-(3S,5S)-7-Chloro-5-(2-cyclopropylethynyl)-1,5-dihydro-3-cyclopropyl-5-(trifluoromethyl)-4,1-benzoxazepin-2(3H)-one). Yield: 88.1%. Reaction SMILES: [Cl:1][C:2]1[CH:3]=[CH:4][C:5]2[NH:11][C:10](=[O:12])[C@H:9]([CH:13]=[CH2:14])[O:8][C@:7]([C:19]#[C:20][CH:21]3[CH2:23][CH2:22]3)([C:15]([F:18])([F:17])[F:16])[C:6]=2[CH:24]=1.[N+](=[CH2:27])=[N-]>CCOCC.C([O-])(=O)C.[Pd+2].C([O-])(=O)C>[Cl:1][C:2]1[CH:3]=[CH:4][C:5]2[NH:11][C:10](=[O:12])[C@H:9]([CH:13]3[CH2:27][CH2:14]3)[O:8][C@:7]([C:19]#[C:20][CH:21]3[CH2:23][CH2:22]3)([C:15]([F:16])([F:17])[F:18])[C:6]=2[CH:24]=1 |f:3.4.5|. Procedure details: To a solution of 71 mg of rel-(3S,5S)-7-chloro-5-(2-cyclopropylethynyl)-1,5-dihydro-3-ethenyl-5-(trifluoromethyl)-4,1-benzoxazepin-2(3H)-one (from Example 41) in 7.5 mL of anhydrous ether was added first 4 mg of palladium (II) acetate and then a solution of approximately 1.23 mmol of diazomethane in 3.5 mL of ether. After stirring 30 min at room temperature, the reaction mixture was filtered through a pad of filter-aid and the filtrate was evaporated to dryness. The crude product was purified by... Reactants: NC(=O)CCC(C(=O)O)N1Cc2c(OCc3ccc(C(N)=O)cc3)cccc2C1=O, O=C(n1ccnc1)n1ccnc1, Cl, CN(C)C=O. Product: NC(=O)c1ccc(COc2cccc3c2CN(C2CCC(=O)NC2=O)C3=O)cc1. Reaction SMILES: [C:1]([NH2:2])(=[O:3])[CH2:4][CH2:5][CH:6]([C:7](=[O:8])[OH:9])[N:10]1[C:11](=[O:30])[c:12]2[cH:13][cH:14][cH:15][c:16]([O:19][CH2:20][c:21]3[cH:22][cH:23][c:24]([C:27]([NH2:28])=[O:29])[cH:25][cH:26]3)[c:17]2[CH2:18]1.[C:31]([n:32]1[cH:33][cH:34][n:35][cH:36]1)([n:37]1[cH:38][cH:39][n:40][cH:41]1)=[O:42].[ClH:43].[O:44]=[CH:45][N:46]([CH3:47])[CH3:48]>>[C:1]1(=[O:3])[NH:2][C:7](=[O:8])[CH:6]([N:10]2[C:11](=[O:30])[c:12]3[cH:13][cH:14][cH:15][c:16]([O:19][CH2:20][c:21]4[cH:22][cH:23][c:24]([C:27]([NH2:28])=[O:29])[cH:25][cH:26]4)[c:17]3[CH2:18]2)[CH2:5][CH2:4]1. Reactants: ClC=CCC1=CC=CC=C1 (p-chloroallylbenzene), ClC1=CC(=CC=C1)C(=O)OO (m-chloroperbenzoic acid). Run in C(Cl)(Cl)Cl (chloroform), 1l, C(Cl)(Cl)Cl (chloroform). Run at time 72 hour. Yields the product ClC=CCC1=CC2C(C=C1)O2 (p-chloroallylbenzene oxide). Yield: 55.6%. RXN SMILES: [Cl:1][CH:2]=[CH:3][CH2:4][C:5]1[CH:10]=[CH:9][CH:8]=[CH:7][CH:6]=1.ClC1C=CC=C(C(OO)=[O:19])C=1>C(Cl)(Cl)Cl>[Cl:1][CH:2]=[CH:3][CH2:4][C:5]1[CH:10]=[CH:9][CH:8]2[O:19][CH:7]2[CH:6]=1. Procedure details: 24.6 g of p-chloroallylbenzene was dissolved in 100 ml of chloroform and to the mixture was added dropwise, while maintaining the temperature at 0° - 5° C, 34.5 g of m-chloroperbenzoic acid dissolved in 1l of chloroform. The resulting mixture was allowed to stand at the same temperature for 72 hours. After the separated m-chlorobenzoic acid was filtered off, the filtrate was washed with 10% sodium hydroxide solution, then with water and dried over anhydrous sodium sulfate. The solvent was evapor... The reactants are O1C(C1)COC1=C(C(=O)NC2=C3C=CN(C3=CC=C2)C)C=CC=C1 (2-[(2-oxiranyl)methoxy]-N-(1-methyl-1H-indol-4-yl)benzamide), C1(=CC=CC=C1)C(C1=CC=CC=C1)N1CCNCC1 (diphenylmethylpiperazine). The product is OC(COC1=C(C(=O)NC2=C3C=CN(C3=CC=C2)C)C=CC=C1)CN1CCN(CC1)C(C1=CC=CC=C1)C1=CC=CC=C1 (2-[2-hydroxy-3-[4-(diphenylmethyl)-1-piperazinyl]propoxy]-N-(1-methyl-1H-indol-4-yl)benzamide). As a reaction SMILES: [O:1]1[CH2:3][CH:2]1[CH2:4][O:5][C:6]1[CH:24]=[CH:23][CH:22]=[CH:21][C:7]=1[C:8]([NH:10][C:11]1[CH:19]=[CH:18][CH:17]=[C:16]2[C:12]=1[CH:13]=[CH:14][N:15]2[CH3:20])=[O:9].[C:25]1([CH:31]([N:38]2[CH2:43][CH2:42][NH:41][CH2:40][CH2:39]2)[C:32]2[CH:37]=[CH:36][CH:35]=[CH:34][CH:33]=2)[CH:30]=[CH:29][CH:28]=[CH:27][CH:26]=1>>[OH:1][CH:2]([CH2:3][N:41]1[CH2:42][CH2:43][N:38]([CH:31]([C:25]2[CH:30]=[CH:29][CH:28]=[CH:27][CH:26]=2)[C:32]2[CH:37]=[CH:36][CH:35]=[CH:34][CH:33]=2)[CH2:39][CH2:40]1)[CH2:4][O:5][C:6]1[CH:24]=[CH:23][CH:22]=[CH:21][C:7]=1[C:8]([NH:10][C:11]1[CH:19]=[CH:18][CH:17]=[C:16]2[C:12]=1[CH:13]=[CH:14][N:15]2[CH3:20])=[O:9]. Procedure details: Using the procedure of Example 28, of Step C, 4 g of 2-[(2-oxiranyl)methoxy]-N-(1-methyl-1H-indol-4-yl)benzamide of Example 34 and and 6.3 g of diphenylmethylpiperazine were reacted to obtain 5.95 of 2-[2-hydroxy-3-[4-(diphenylmethyl)-1-piperazinyl]propoxy]-N-(1-methyl-1H-indol-4-yl)benzamide and then 4.9 g of its hydrochloride melting at 196° C. after crystallization from ethanol.